This data is from the Open Reaction Database (ORD), a public repository of structured organic reaction records. The task is: describe an organic reaction: reactants, conditions, products, and yield Starting materials: CC(C)(C)OC(=O)N1CCC(N(C(=O)c2ccc(Cl)cc2Cl)c2cc(-c3ccccc3)sc2C(=O)O)CC1, CC(C)=O, Cl, C1COCCO1. Yields the product O=C(O)c1sc(-c2ccccc2)cc1N(C(=O)c1ccc(Cl)cc1Cl)C1CCNCC1. As a reaction SMILES: [C:1]([O:2][C:3](=[O:4])[N:8]1[CH2:9][CH2:10][CH:11]([N:14]([C:15]([c:16]2[c:17]([Cl:23])[cH:18][c:19]([Cl:22])[cH:20][cH:21]2)=[O:24])[c:25]2[c:26]([C:36](=[O:37])[OH:38])[s:27][c:28](-[c:30]3[cH:31][cH:32][cH:33][cH:34][cH:35]3)[cH:29]2)[CH2:12][CH2:13]1)([CH3:5])([CH3:6])[CH3:7].[CH3:40][C:41](=[O:42])[CH3:43].[ClH:39].[O:44]1[CH2:45][CH2:46][O:47][CH2:48][CH2:49]1>>[NH:8]1[CH2:9][CH2:10][CH:11]([N:14]([C:15]([c:16]2[c:17]([Cl:23])[cH:18][c:19]([Cl:22])[cH:20][cH:21]2)=[O:24])[c:25]2[c:26]([C:36](=[O:37])[OH:38])[s:27][c:28](-[c:30]3[cH:31][cH:32][cH:33][cH:34][cH:35]3)[cH:29]2)[CH2:12][CH2:13]1. The reactants are ClC1=C(N=CC(=N1)N[C@H]1[C@H](CCCC1)NC(OC(C)(C)C)=O)C#N (tert-butyl (1S,2R)-2-(6-chloro-5-cyanopyrazin-2-ylamino)cyclohexylcarbamate), N=1N(N=CC1)C=1C=C(N)C=CC1 (3-(2H-1,2,3-triazol-2-yl)aniline), C(=O)([O-])[O-].[K+].[K+] (K2CO3). The reagents and catalysts are CC(=O)[O-].CC(=O)[O-].[Pd+2] (Pd(OAc)2), C=1C=CC(=CC1)P(C=2C=CC=CC2)C3=CC=C4C=CC=CC4=C3C5=C6C=CC=CC6=CC=C5P(C=7C=CC=CC7)C=8C=CC=CC8 (BINAP). Solvent: O1CCOCC1 (dioxane). Reaction conditions: time 20 hour. Yields the product N=1N(N=CC1)C=1C=C(C=CC1)NC1=C(N=CC(=N1)N[C@H]1[C@H](CCCC1)NC(OC(C)(C)C)=O)C#N (tert-butyl (1S,2R)-2-(6-(3-(2H-1,2,3-triazol-2-yl)phenylamino)-5-cyanopyrazin-2-ylamino)cyclohexylcarbamate). Yield: 157.5%. RXN SMILES: Cl[C:2]1[N:7]=[C:6]([NH:8][C@@H:9]2[CH2:14][CH2:13][CH2:12][CH2:11][C@@H:10]2[NH:15][C:16](=[O:22])[O:17][C:18]([CH3:21])([CH3:20])[CH3:19])[CH:5]=[N:4][C:3]=1[C:23]#[N:24].[N:25]1[N:26]([C:30]2[CH:31]=[C:32]([CH:34]=[CH:35][CH:36]=2)[NH2:33])[N:27]=[CH:28][CH:29]=1.C([O-])([O-])=O.[K+].[K+]>O1CCOCC1.CC([O-])=O.CC([O-])=O.[Pd+2].C1C=CC(P(C2C(C3C(P(C4C=CC=CC=4)C4C=CC=CC=4)=CC=C4C=3C=CC=C4)=C3C(C=CC=C3)=CC=2)C2C=CC=CC=2)=CC=1>[N:25]1[N:26]([C:30]2[CH:31]=[C:32]([NH:33][C:2]3[N:7]=[C:6]([NH:8][C@@H:9]4[CH2:14][CH2:13][CH2:12][CH2:11][C@@H:10]4[NH:15][C:16](=[O:22])[O:17][C:18]([CH3:21])([CH3:20])[CH3:19])[CH:5]=[N:4][C:3]=3[C:23]#[N:24])[CH:34]=[CH:35][CH:36]=2)[N:27]=[CH:28][CH:29]=1 |f:2.3.4,6.7.8|. Procedure: A solution of 3,5-dichloropyrazine-2-carbonitrile (100 mg, 0.574 mmol), tert-butyl (1S,2R)-2-aminocyclohexylcarbamate (123 mg, 0.574 mmol) and DIEA (0.150 mL, 0.862 mmol) in NMP (3 mL) was stirred at room temperature for 20 h. HOAc (0.3 mL) was added. Then, water was added to induce precipitation. The precipitate was collected, dried on vacuum to give tert-butyl (1S,2R)-2-(6-chloro-5-cyanopyrazin-2-ylamino)cyclohexylcarbamate (165 mg). A mixture of tert-butyl (1S,2R)-2-(6-chloro-5-cyanopyrazin-2...